From a dataset of the Open Reaction Database (ORD), a public repository of structured organic reaction records. describe an organic reaction: reactants, conditions, products, and yield Reactants: CI, CC(=O)NC1C=CCCCC1, [H-], [Na+], CN(C)C=O, O. Yields the product CC(=O)N(C)C1C=CCCCC1. RXN SMILES: [CH3:14][I:15].[CH:3]1([NH:10][C:11]([CH3:12])=[O:13])[CH:4]=[CH:5][CH2:6][CH2:7][CH2:8][CH2:9]1.[H-:1].[Na+:2].[O:17]=[CH:18][N:19]([CH3:20])[CH3:21].[OH2:16]>>[CH:3]1([N:10]([C:11]([CH3:12])=[O:13])[CH3:14])[CH:4]=[CH:5][CH2:6][CH2:7][CH2:8][CH2:9]1.